describe an organic reaction: reactants, conditions, products, and yield From a dataset of the Open Reaction Database (ORD), a public repository of structured organic reaction records. The reactants are C(=C\C1=CC=CC=C1)/S(=O)(=O)Cl ((E)-styrylsulfonyl chloride), FC1=CC=C(N)C=C1 (4-fluoroaniline). Product: C(=C\C1=CC=CC=C1)/S(=O)(=O)NC1=CC=C(C=C1)F ((E)-styryl-N-4-fluorophenyl sulfonamide). The yield is 58.7%. RXN SMILES: [CH:1](/[S:9](Cl)(=[O:11])=[O:10])=[CH:2]\[C:3]1[CH:8]=[CH:7][CH:6]=[CH:5][CH:4]=1.[F:13][C:14]1[CH:20]=[CH:19][C:17]([NH2:18])=[CH:16][CH:15]=1>>[CH:1](/[S:9]([NH:18][C:17]1[CH:19]=[CH:20][C:14]([F:13])=[CH:15][CH:16]=1)(=[O:11])=[O:10])=[CH:2]\[C:3]1[CH:8]=[CH:7][CH:6]=[CH:5][CH:4]=1. Reported procedure: A solution of (E)-styrylsulfonyl chloride (10 mmol) and 4-fluoroaniline (10 mmol) was subjected to General Procedure 1, part B. The title compound, melting point 83-85° C., was obtained 58.7% yield. The reactants are CN1C(=CC=C1)CC#N (1-methylpyrrole-2-acetonitrile), C=1(C(=CC=CC1)C(=O)Cl)C (o-toluoyl chloride), stannic chloride. The solvent is C(Cl)Cl (methylene chloride). The product is CN1C(=CC=C1C(=O)C=1C(=CC=CC1)C)CC#N (1-methyl-5-(o-toluoyl)-pyrrole-2-acetonitrile). RXN SMILES: [CH3:1][N:2]1[CH:6]=[CH:5][CH:4]=[C:3]1[CH2:7][C:8]#[N:9].[C:10]1([CH3:19])[C:11]([C:16](Cl)=[O:17])=[CH:12][CH:13]=[CH:14][CH:15]=1>C(Cl)Cl>[CH3:1][N:2]1[C:6]([C:16]([C:11]2[C:10]([CH3:19])=[CH:15][CH:14]=[CH:13][CH:12]=2)=[O:17])=[CH:5][CH:4]=[C:3]1[CH2:7][C:8]#[N:9]. Reported procedure: To a solution of 24 g. (0.20 mole) of 1-methylpyrrole-2-acetonitrile and 30.92 g. (0.20 mole) o-toluoyl chloride in 200 ml. methylene chloride (cooled externally to -20° C.) is added dropwise 23.4 ml. (0.20 mole) of stannic chloride. After the addition is complete, the yellow mixture is permitted to come to room temperature. The mixture is then poured into ice-dilute hydrochloric acid. The two phases are separated. The organic phase is washed consecutively with N,N-dimethyl-1,3-propanediamine, 3... The reactants are C([O-])(O)=O.[Na+] (sodium bicarbonate), C1(=CC=CC=C1)C(OC1CCN(CC1)CCCN)C1=CC=CC=C1 (4-(diphenylmethoxy)-1-piperidinepropanamine), ClC=1C=CC=2N(N1)C(=C(N2)C)C(=O)OCC (ethyl (6-chloro-2-methylimidazo[1,2-b]pyridazin-3-yl]carboxylate), C(C)N(C(C)C)C(C)C (N-ethyldiisopropylamine). Solvent: CN1C(CCC1)=O (1-methyl-2-pyrrolidone). Reaction conditions: temperature 120 celsius, time 40 hour. Yields the product C1(=CC=CC=C1)C(OC1CCN(CC1)CCCNC=1C=CC=2N(N1)C(=C(N2)C)C(=O)OCC)C2=CC=CC=C2 (ethyl [6-[3-[4-(diphenylmethoxy)piperidino]propylamino]-2-methylimidazo[1,2-b]pyridazin-3yl]carboxylate). Yield: 12.8%. Reaction SMILES: [C:1]1([CH:7]([C:19]2[CH:24]=[CH:23][CH:22]=[CH:21][CH:20]=2)[O:8][CH:9]2[CH2:14][CH2:13][N:12]([CH2:15][CH2:16][CH2:17][NH2:18])[CH2:11][CH2:10]2)[CH:6]=[CH:5][CH:4]=[CH:3][CH:2]=1.Cl[C:26]1[CH:27]=[CH:28][C:29]2[N:30]([C:32]([C:36]([O:38][CH2:39][CH3:40])=[O:37])=[C:33]([CH3:35])[N:34]=2)[N:31]=1.C(N(C(C)C)C(C)C)C.C(=O)(O)[O-].[Na+]>CN1CCCC1=O>[C:19]1([CH:7]([C:1]2[CH:2]=[CH:3][CH:4]=[CH:5][CH:6]=2)[O:8][CH:9]2[CH2:14][CH2:13][N:12]([CH2:15][CH2:16][CH2:17][NH:18][C:26]3[CH:27]=[CH:28][C:29]4[N:30]([C:32]([C:36]([O:38][CH2:39][CH3:40])=[O:37])=[C:33]([CH3:35])[N:34]=4)[N:31]=3)[CH2:11][CH2:10]2)[CH:24]=[CH:23][CH:22]=[CH:21][CH:20]=1 |f:3.4|. Reported procedure: 1.98 g of 4-(diphenylmethoxy)-1-piperidinepropanamine and 1.46 g of ethyl (6-chloro-2-methylimidazo[1,2-b]pyridazin-3-yl]carboxylate were dissolved in 15 ml of 1-methyl-2-pyrrolidone; 1.05 ml of N-ethyldiisopropylamine was added, followed by stirring at 120° C. for 40 hours. After cooling, aqueous sodium bicarbonate was added, followed by extraction with ethyl acetate; the extract was washed with saturated saline and dried with magnesium sulfate. The dry product was concentrated under reduced pr...